From a dataset of the Open Reaction Database (ORD), a public repository of structured organic reaction records. describe an organic reaction: reactants, conditions, products, and yield Starting materials: S(N)(=O)(=O)OCCOS(N)(=O)=O (1,2-bis-O-sulfamyl-1,2-ethanediol), C(CCO)O (1,3-propanediol), alkanediol. Yields the product S(N)(=O)(=O)OCCCOS(N)(=O)=O (1,3-Bis-O-sulfamyl-1,3-propanediol). RXN SMILES: S(O[CH2:6][CH2:7][O:8][S:9](=[O:12])(=[O:11])[NH2:10])(=O)(=O)N.[CH2:13]([OH:17])CCO>>[S:9]([O:17][CH2:13][CH2:6][CH2:7][O:8][S:9](=[O:11])(=[O:12])[NH2:10])(=[O:11])(=[O:8])[NH2:10]. Procedure details: 1,3-Bis-O-sulfamyl-1,3-propanediol is prepared in the same manner as 1,2-bis-O-sulfamyl-1,2-ethanediol in Example 1 except that 1,3-propanediol (29.2 g., 0.385 mol.) is employed as the alkanediol.